Dataset: the Open Reaction Database (ORD), a public repository of structured organic reaction records. Task: describe an organic reaction: reactants, conditions, products, and yield The reactants are CC(C)(C)[Si](C)(C)OCc1cc(C(F)(F)F)ccc1Br, [Li]CCCC, O=C1CCCCC1, C1CCOC1. Yields the product CC(C)(C)[Si](C)(C)OCc1cc(C(F)(F)F)ccc1C1(O)CCCCC1. As a reaction SMILES: [Br:1][c:2]1[c:3]([CH2:4][O:5][Si:6]([CH3:7])([CH3:8])[C:9]([CH3:10])([CH3:11])[CH3:12])[cH:13][c:14]([C:17]([F:18])([F:19])[F:20])[cH:15][cH:16]1.[CH2:21]([Li:22])[CH2:23][CH2:24][CH3:25].[O:26]=[C:27]1[CH2:28][CH2:29][CH2:30][CH2:31][CH2:32]1.[O:33]1[CH2:34][CH2:35][CH2:36][CH2:37]1>>[c:2]1([C:27]2([OH:26])[CH2:28][CH2:29][CH2:30][CH2:31][CH2:32]2)[c:3]([CH2:4][O:5][Si:6]([CH3:7])([CH3:8])[C:9]([CH3:10])([CH3:11])[CH3:12])[cH:13][c:14]([C:17]([F:18])([F:19])[F:20])[cH:15][cH:16]1. Yields the product C(C1=CC=CC=C1)OC1=C2N(C(=NC1=O)CC1(CCCC1)C1=CC(=CC(=C1)C(F)(F)F)C(F)(F)F)CCN(C2=O)C(C)C (9-(Benzyloxy)-6-((1-(3,5-bis(trifluoromethyl)phenyl)cyclopentyl)methyl)-2-isopropyl-3,4-dihydro-1H-pyrazino[1,2-c]pyrimidine-1,8(2H)-dione). As a reaction SMILES: [CH2:1]([O:8][C:9]1[C:10]([C:36]([N:38]([CH2:42][CH2:43]O)[CH:39]([CH3:41])[CH3:40])=[O:37])=[N:11][C:12]([CH2:16][C:17]2([C:22]3[CH:27]=[C:26]([C:28]([F:31])([F:30])[F:29])[CH:25]=[C:24]([C:32]([F:35])([F:34])[F:33])[CH:23]=3)[CH2:21][CH2:20][CH2:19][CH2:18]2)=[N:13][C:14]=1[OH:15])[C:2]1[CH:7]=[CH:6][CH:5]=[CH:4][CH:3]=1.C(OC1C(=O)N=C(CC2(C3C=CC(C(F)(F)F)=CC=3)CCCC2)N2CCN(C(C)C)C(=O)C=12)C1C=CC=CC=1>>[CH2:1]([O:8][C:9]1[C:14](=[O:15])[N:13]=[C:12]([CH2:16][C:17]2([C:22]3[CH:23]=[C:24]([C:32]([F:33])([F:35])[F:34])[CH:25]=[C:26]([C:28]([F:30])([F:31])[F:29])[CH:27]=3)[CH2:18][CH2:19][CH2:20][CH2:21]2)[N:11]2[CH2:43][CH2:42][N:38]([CH:39]([CH3:41])[CH3:40])[C:36](=[O:37])[C:10]=12)[C:2]1[CH:7]=[CH:6][CH:5]=[CH:4][CH:3]=1. Starting materials: C(C1=CC=CC=C1)OC=1C(=NC(=NC1O)CC1(CCCC1)C1=CC(=CC(=C1)C(F)(F)F)C(F)(F)F)C(=O)N(C(C)C)CCO (5-(Benzyloxy)-2-((1-(3,5-bis(trifluoromethyl)phenyl)cyclopentyl)methyl)-6-hydroxy-N-(2-hydroxyethyl)-N-isopropylpyrimidine-4-carboxamide), C(C1=CC=CC=C1)OC1=C2N(C(=NC1=O)CC1(CCCC1)C1=CC=C(C=C1)C(F)(F)F)CCN(C2=O)C(C)C (9-Benzyloxy-2-isopropyl-6-[1-(4-trifluoromethyl-phenyl)-cyclopentylmethyl]-3,4-dihydro-2H-pyrazino[1,2-c]pyrimidine-1,8-dione). Procedure: 9-(Benzyloxy)-6-((1-(3,5-bis(trifluoromethyl)phenyl)cyclopentyl)methyl)-2-isopropyl-3,4-dihydro-1H-pyrazino[1,2-c]pyrimidine-1,8(2H)-dione (465) was synthesized as a white solid from 5-(benzyloxy)-2-((1-(3,5-bis(trifluoromethyl)phenyl)cyclopentyl)methyl)-6-hydroxy-N-(2-hydroxyethyl)-N-isopropylpyrimidine-4-carboxamide (464) following the procedure described for 9-benzyloxy-6-[1-(4-trifluoromethyl-phenyl)-cyclopentylmethyl]-2-isopropyl-3,4-dihydro-2H-pyrazino[1,2-c]pyrimidine-1,8-dione (247). The reactants are NC1=C(C=C(C(=C1)Cl)C(F)(F)F)O (2-amino-4-chloro-5-trifluoromethylphenol), ClC1=C(C(=O)O)C=CN=C1 (3-chloroisonicotinic acid), CCN=C=NCCCN(C)C (WSC), N1=CC=CC=C1 (pyridine). Solvent: O (water). Reaction conditions: temperature 80 celsius. Yields the product ClC1=C(C(=O)NC2=C(C=C(C(=C2)Cl)C(F)(F)F)O)C=CN=C1 (3-chloro-N-[5-chloro-2-hydroxy-4-trifluoromethylphenyl]isonicotinamide). Yield: 69.9%. As a reaction SMILES: [NH2:1][C:2]1[CH:7]=[C:6]([Cl:8])[C:5]([C:9]([F:12])([F:11])[F:10])=[CH:4][C:3]=1[OH:13].[Cl:14][C:15]1[CH:23]=[N:22][CH:21]=[CH:20][C:16]=1[C:17](O)=[O:18].CCN=C=NCCCN(C)C.N1C=CC=CC=1>O>[Cl:14][C:15]1[CH:23]=[N:22][CH:21]=[CH:20][C:16]=1[C:17]([NH:1][C:2]1[CH:7]=[C:6]([Cl:8])[C:5]([C:9]([F:12])([F:10])[F:11])=[CH:4][C:3]=1[OH:13])=[O:18]. Procedure: A mixture of 0.60 g of 2-amino-4-chloro-5-trifluoromethylphenol, 0.43 g of 3-chloroisonicotinic acid, 0.67 g of WSC and 5 ml of pyridine was stirred while heating at 80° C. for three hours. The reaction mixture was cooled to room temperature, and then water was added, followed by extraction with ethyl acetate three times. The combined organic layers were washed with water and a saturated sodium chloride solution, dried anhydrous magnesium sulfate, and then concentrated under reduced pressure. Th... The reactants are CC1([C@@H](N2[C@H](S1)[C@@H](C2=O)NC(=O)[C@@H](C=3C=CC=CC3)N)C(=O)O)C (ampicillin), [K] (potassium), C(OC(C)Br)(OCC)=O (1-bromoethyl ethyl carbonate), C([O-])(O)=O.[Na+] (sodium bicarbonate). Run in C(C)#N (acetonitrile). Reaction conditions: temperature 40 celsius, time 3 hour. Yields the product CCOC(=O)OC(C)OC(=O)[C@H]1C(S[C@H]2N1C(=O)[C@H]2NC(=O)[C@@H](C=3C=CC=CC3)N)(C)C (bacampicillin). RXN SMILES: [CH3:1][C:2]1([CH3:24])[S:6][C@@H:5]2[C@H:7]([NH:10][C:11]([C@H:13]([NH2:20])[C:14]3[CH:15]=[CH:16][CH:17]=[CH:18][CH:19]=3)=[O:12])[C:8](=[O:9])[N:4]2[C@H:3]1[C:21]([OH:23])=[O:22].[K].[C:26](=[O:34])([O:31][CH2:32][CH3:33])[O:27][CH:28](Br)[CH3:29].C(=O)(O)[O-].[Na+]>C(#N)C>[CH3:29][CH2:28][O:27][C:26]([O:31][CH:32]([O:22][C:21]([C@@H:3]1[N:4]2[C:8]([C@@H:7]([NH:10][C:11]([C@H:13]([NH2:20])[C:14]3[CH:19]=[CH:18][CH:17]=[CH:16][CH:15]=3)=[O:12])[C@H:5]2[S:6][C:2]1([CH3:24])[CH3:1])=[O:9])=[O:23])[CH3:33])=[O:34] |f:3.4,^1:24|. Procedure details: A mixture of ampicillin Dane potassium salt (45.6 g), 1-bromoethyl ethyl carbonate (36.0 g), sodium bicarbonate (38.4 g) and acetonitrile (260 ml) is stirred for 3 hours at 40° C. The mixture is filtered and the cake is washed with acetonitrile (2×20 ml). Water (20 ml) is added and the mixture is stirred for 1 hour. Most of the solvent is removed by evaporation at 35°-40° C., under reduced pressure. Acetone (70 ml) and water (4.5 ml) are added. A mixture of concentrated hydrochloric acid (6.85 m... Product: BrC1=CC(=C(C=C1)N1C(C=2CCCCC2C1S)=O)F (2-(4-Bromo-2-fluorophenyl)-2,3,4,5,6,7,-hexahydro-3-mercapto-1H-isoindol-1-one). Isolated yield 81.2%. Reaction SMILES: [Br:1][C:2]1[CH:7]=[CH:6][C:5]([N:8]2[C:16](=[S:17])[C:15]3[CH2:14][CH2:13][CH2:12][CH2:11][C:10]=3[C:9]2=[O:18])=[C:4]([F:19])[CH:3]=1.[BH4-].[Na+]>>[Br:1][C:2]1[CH:7]=[CH:6][C:5]([N:8]2[CH:16]([SH:17])[C:15]3[CH2:14][CH2:13][CH2:12][CH2:11][C:10]=3[C:9]2=[O:18])=[C:4]([F:19])[CH:3]=1 |f:1.2|. Reactants: BrC1=CC(=C(C=C1)N1C(C=2CCCCC2C1=S)=O)F (2-(4-bromo-2-fluorophenyl)-2,3,4,5,6,7-hexahydro-3-thioxo-1H-isoindol-1-one), [BH4-].[Na+] (sodium borohydride). Procedure details: By the same procedure as described in Method (a) of Example 1, 55.0 g of 2-(4-bromo-2-fluorophenyl)-2,3,4,5,6,7-hexahydro-3-thioxo-1H-isoindol-1-one was reduced with 18.0 g of sodium borohydride, thereby affording 44.9 g (yield of 81%) of the subject compound. Recrystallization from ethanol yielded white crystals, m.p. 87°-88° C. The solvent is CN(C=O)C (dimethylformamide), C(OC)COC (dimethoxyethane). The product is C(C1=CC=CC=C1)OC1=CC(=CC(=C1C1=CC=C(C=C1)NC)OCC)CC=1C(=NC(=NC1)N)N (5-(6-benzyloxy-2-ethoxy-4′-methylamino-biphenyl-4-ylmethyl)-pyrimidine-2,4-diamine). Procedure: N-(4-Bromo-phenyl)-2,2,2-trifluoro-N-methyl-acetamide (2.68 g; 9 mmol), bis(pinacolato)diboron (2.51 g; 9.9 mmol), potassium acetate (2.65 g; 27 mmol) and 1,1′-bis(diphenylphosphino)ferrocene-dichloropalladium(II) (PdCl2(dppf)) (936 mg; 0.81 mmol) are suspended in dimethoxyethane (90 ml; dried over a molecular sieve), and four times the suspension is evacuated with vigorous stirring to remove the oxygen ester and ventilated with argon. The mixture is then stirred at a bath temperature of 80° C. ... Reactants: tetrakis-triphenylphosphine palladium, C(C1=CC=CC=C1)OC=1C=C(CC=2C(=NC(=NC2)N)N)C=C(C1I)OCC (5-(3-benzyloxy-5-ethoxy-4-iodo-benzyl)-pyrimidine-2,4-diamine), P(=O)([O-])([O-])[O-].[K+].[K+].[K+] (potassium phosphate), BrC1=CC=C(C=C1)N(C(C(F)(F)F)=O)C (N-(4-Bromo-phenyl)-2,2,2-trifluoro-N-methyl-acetamide), B1(OC(C(O1)(C)C)(C)C)B2OC(C(O2)(C)C)(C)C (bis(pinacolato)diboron), C(C)(=O)[O-].[K+] (potassium acetate). Reaction SMILES: Br[C:2]1[CH:7]=[CH:6][C:5]([N:8]([CH3:15])C(=O)C(F)(F)F)=[CH:4][CH:3]=1.B1(B2OC(C)(C)C(C)(C)O2)OC(C)(C)C(C)(C)O1.C([O-])(=O)C.[K+].[CH2:39]([O:46][C:47]1[CH:48]=[C:49]([CH:59]=[C:60]([O:63][CH2:64][CH3:65])[C:61]=1I)[CH2:50][C:51]1[C:52]([NH2:58])=[N:53][C:54]([NH2:57])=[N:55][CH:56]=1)[C:40]1[CH:45]=[CH:44][CH:43]=[CH:42][CH:41]=1.P([O-])([O-])([O-])=O.[K+].[K+].[K+]>C(COC)OC.C1(P(C2C=CC=CC=2)[C-]2C=CC=C2)C=CC=CC=1.[C-]1(P(C2C=CC=CC=2)C2C=CC=CC=2)C=CC=C1.[Fe+2].Cl[Pd]Cl.CN(C)C=O>[CH2:39]([O:46][C:47]1[C:61]([C:2]2[CH:3]=[CH:4][C:5]([NH:8][CH3:15])=[CH:6][CH:7]=2)=[C:60]([O:63][CH2:64][CH3:65])[CH:59]=[C:49]([CH2:50][C:51]2[C:52]([NH2:58])=[N:53][C:54]([NH2:57])=[N:55][CH:56]=2)[CH:48]=1)[C:40]1[CH:45]=[CH:44][CH:43]=[CH:42][CH:41]=1 |f:2.3,5.6.7.8,10.11.12.13|. Reagents/catalysts: C1(=CC=CC=C1)P([C-]1C=CC=C1)C1=CC=CC=C1.[C-]1(C=CC=C1)P(C1=CC=CC=C1)C1=CC=CC=C1.[Fe+2].Cl[Pd]Cl (1,1′-bis(diphenylphosphino)ferrocene dichloropalladium(II)). The yield is 70.1%. Procedure: To the mixture of sodium (((2,4-dichlorobenzyl)oxy)methyl)trifluoroborate (50 mg, 0.18 mmol) synthesized in Example 8 and 1,4-dioxane (1.5 ml), water (0.15 ml), cesium carbonate (170 mg, 0.53 mmol), 2-dicyclohexylphosphino-2′,6′-dimethoxybiphenyl (15 mg, 0.036 mmol), and palladium(II) acetate (4.0 mg, 0.018 mmol) were added at room temperature, and the obtained reaction mixture was then stirred at 100° C. (an outer temperature) for 8.5 hours. The reaction mixture was cooled to room temperature, ... RXN SMILES: Cl[C:2]1[CH:14]=[C:13]([Cl:15])[CH:12]=[CH:11][C:3]=1[CH2:4][O:5][CH2:6][B-](F)(F)F.[Na+].O1CCOCC1.C(=O)([O-])[O-].[Cs+].[Cs+].C1(P(C2CCCCC2)C2C=CC=CC=2C2C(OC)=CC=CC=2OC)CCCCC1>C([O-])(=O)C.[Pd+2].C([O-])(=O)C.ClCCl.O>[Cl:15][C:13]1[CH:12]=[CH:11][C:3]2[CH2:4][O:5][CH2:6][C:2]=2[CH:14]=1 |f:0.1,3.4.5,7.8.9|. Reagents/catalysts: C(C)(=O)[O-].[Pd+2].C(C)(=O)[O-] (palladium(II) acetate). Reaction conditions: temperature 100 celsius, time 8.5 hour. The reactants are ClC1=C(COC[B-](F)(F)F)C=CC(=C1)Cl.[Na+] (sodium (((2,4-dichlorobenzyl)oxy)methyl)trifluoroborate), O1CCOCC1 (1,4-dioxane), C([O-])([O-])=O.[Cs+].[Cs+] (cesium carbonate), C1(CCCCC1)P(C1=C(C=CC=C1)C1=C(C=CC=C1OC)OC)C1CCCCC1 (2-dicyclohexylphosphino-2′,6′-dimethoxybiphenyl). Isolated yield 4.0%. Product: ClC1=CC2=C(COC2)C=C1 (5-chloro-1,3-dihydro-2-benzofuran). Run in ClCCl (dichloromethane), O (water), O (water).